From a dataset of the Open Reaction Database (ORD), a public repository of structured organic reaction records. describe an organic reaction: reactants, conditions, products, and yield Reactants: C1(=CC=CC=C1)NC=O (phenyl formamide). Run in C(C1=CC=CC=C1)#N (benzonitrile). Yields the product C1(=CC=CC=C1)N=C=O (phenyl isocyanate). Reaction SMILES: [C:1]1([NH:7][CH:8]=[O:9])[CH:6]=[CH:5][CH:4]=[CH:3][CH:2]=1>C(#N)C1C=CC=CC=1>[C:1]1([N:7]=[C:8]=[O:9])[CH:6]=[CH:5][CH:4]=[CH:3][CH:2]=1. Procedure details: The experiment of Example X was repeated in such a way that a mixture of phenyl formamide and benzonitrile was evaporated at a rate of 5 ml/hour in a gas stream of 110 liters of nitrogen and 3 liters of air/hour. The gas mixture also comprised carbon disulphide, which was fed at a rate of 0.67% per hour, calculated on the added amount by weight of n-hexyl formamide. Use of the same catalyst bed as in Example XIX at a temperature of 375° C. resulted in a yield of phenyl isocyanate of 41% at a sel...